Dataset: the Open Reaction Database (ORD), a public repository of structured organic reaction records. Task: describe an organic reaction: reactants, conditions, products, and yield The reactants are CC(=O)O, [Na+], [OH-], O, CCOC(=O)c1cnc(Nc2ccccc2O)[nH]c1=O. The product is O=C(O)c1cnc(Nc2ccccc2O)[nH]c1=O. RXN SMILES: [CH3:24][C:25](=[O:26])[OH:27].[Na+:22].[OH-:21].[OH2:23].[OH:1][c:2]1[c:3]([NH:4][c:5]2[nH:6][c:7](=[O:16])[c:8]([C:11](=[O:12])[O:13][CH2:14][CH3:15])[cH:9][n:10]2)[cH:17][cH:18][cH:19][cH:20]1>>[OH:1][c:2]1[c:3]([NH:4][c:5]2[nH:6][c:7](=[O:16])[c:8]([C:11](=[O:12])[OH:13])[cH:9][n:10]2)[cH:17][cH:18][cH:19][cH:20]1. Reactants: C(C)(C)(C)OC(NC1=C(C=C(C(=C1)N(C)C)Cl)N)=O ((2-amino-4-chloro-5-dimethylamino-phenyl)-carbamic acid tert.-butyl ester), C(C)(C)(C)OC(CC(=O)C1=CC(=CC=C1)C1=CC(=NO1)C)=O (3-[3-(3-methyl-isoxazol-5-yl)-phenyl]-3-oxo-propionic acid tert.-butyl ester). Yields the product C(C)(C)(C)OC(NC1=C(C=C(C(=C1)N(C)C)Cl)NC(CC(=O)C1=CC(=CC=C1)C1=CC(=NO1)C)=O)=O ((4-Chloro-5-dimethylamino-2-{3-[3-(3-methyl-isoxazol-5-yl)-phenyl]-3-oxo-propionylamino}-phenyl)-carbamic acid tert.-butyl ester), solid. Reaction SMILES: [C:1]([O:5][C:6](=[O:19])[NH:7][C:8]1[CH:13]=[C:12]([N:14]([CH3:16])[CH3:15])[C:11]([Cl:17])=[CH:10][C:9]=1[NH2:18])([CH3:4])([CH3:3])[CH3:2].C([O:24][C:25](=O)[CH2:26][C:27]([C:29]1[CH:34]=[CH:33][CH:32]=[C:31]([C:35]2[O:39][N:38]=[C:37]([CH3:40])[CH:36]=2)[CH:30]=1)=[O:28])(C)(C)C>>[C:1]([O:5][C:6](=[O:19])[NH:7][C:8]1[CH:13]=[C:12]([N:14]([CH3:16])[CH3:15])[C:11]([Cl:17])=[CH:10][C:9]=1[NH:18][C:25](=[O:24])[CH2:26][C:27]([C:29]1[CH:34]=[CH:33][CH:32]=[C:31]([C:35]2[O:39][N:38]=[C:37]([CH3:40])[CH:36]=2)[CH:30]=1)=[O:28])([CH3:4])([CH3:2])[CH3:3]. Procedure: The title compound was prepared from (2-amino-4-chloro-5-dimethylamino-phenyl)-carbamic acid tert.-butyl ester (Example J1) (143 mg, 0.5 mmol) and 3-[3-(3-methyl-isoxazol-5-yl)-phenyl]-3-oxo-propionic acid tert.-butyl ester (Example K4) (450 mg, 0.75 mmol) according to the general procedure M. Obtained as a white solid (136 mg). RXN SMILES: [CH3:28][CH2:29][O:30][C:31](=[O:32])[CH3:33].[F:1][C:2]([C:3]([CH:4]=[CH:5][CH:6]1[CH:7]2[CH2:8][C:9](=[O:21])[O:10][CH:11]2[CH2:12][CH:13]1[O:14][CH:15]1[O:16][CH2:17][CH2:18][CH2:19][CH2:20]1)=[O:22])([CH2:23][CH2:24][CH2:25][CH3:26])[F:27]>>[F:1][C:2]([C:3]([CH2:4][CH2:5][CH:6]1[CH:7]2[CH2:8][C:9](=[O:21])[O:10][CH:11]2[CH2:12][CH:13]1[O:14][CH:15]1[O:16][CH2:17][CH2:18][CH2:19][CH2:20]1)=[O:22])([CH2:23][CH2:24][CH2:25][CH3:26])[F:27]. The reactants are CCOC(C)=O, CCCCC(F)(F)C(=O)C=CC1C(OC2CCCCO2)CC2OC(=O)CC21. Product: CCCCC(F)(F)C(=O)CCC1C(OC2CCCCO2)CC2OC(=O)CC21. The reactants are ClC=1C=C(C=C(C1)Cl)B(O)O (3,5-dichlorophenylboronic acid), CC(C)(CO)CO (neopentylglycol). Product: ClC=1C=C(C=C(C1)Cl)B1OCC(CO1)(C)C (2-(3,5-Dichlorophenyl)-5,5-dimethyl-[1,3,2]dioxaborinane). Yield: 80.0%. Reaction SMILES: [Cl:1][C:2]1[CH:3]=[C:4]([B:9]([OH:11])[OH:10])[CH:5]=[C:6]([Cl:8])[CH:7]=1.[CH3:12][C:13]([CH2:17]O)([CH2:15]O)[CH3:14]>>[Cl:8][C:6]1[CH:5]=[C:4]([B:9]2[O:10][CH2:14][C:13]([CH3:17])([CH3:15])[CH2:12][O:11]2)[CH:3]=[C:2]([Cl:1])[CH:7]=1. Procedure: The title compound (80%, crystals) was prepared from 3,5-dichlorophenylboronic acid and neopentylglycol. The reactants are ClC1=C(C=C(C=C1)C1=CC=C(O1)C=O)C(F)(F)F (5-(4-chloro-3-(trifluoromethyl)phenyl)furan-2-carbaldehyde), [N+](=O)([O-])CC (nitroethane), C(CCC)N (n-butylamine). Solvent: C(C)(=O)O (acetic acid). Run at temperature 80 celsius. The product is ClC1=C(C=C(C=C1)C=1OC(=CC1)\C=C(/C)\[N+](=O)[O-])C(F)(F)F ((E)-2-(4-chloro-3-(trifluoromethyl)phenyl)-5-(2-nitroprop-1-enyl)furan). As a reaction SMILES: [Cl:1][C:2]1[CH:7]=[CH:6][C:5]([C:8]2[O:12][C:11]([CH:13]=O)=[CH:10][CH:9]=2)=[CH:4][C:3]=1[C:15]([F:18])([F:17])[F:16].[N+:19]([CH2:22][CH3:23])([O-:21])=[O:20].C(N)CCC>C(O)(=O)C>[Cl:1][C:2]1[CH:7]=[CH:6][C:5]([C:8]2[O:12][C:11](/[CH:13]=[C:22](/[N+:19]([O-:21])=[O:20])\[CH3:23])=[CH:10][CH:9]=2)=[CH:4][C:3]=1[C:15]([F:18])([F:17])[F:16]. Reported procedure: 5-(4-chloro-3-(trifluoromethyl)phenyl)furan-2-carbaldehyde (4.00 g, 14.5 mmol), nitroethane (3.00 ml, 40.7 mmol), n-butylamine (1.7 ml, 17.5 mmol) and acetic acid (7.5 ml) were mixed and heated up to 80° C. for 2 h. After cooling to RT the mixture was filtered. The precipitate was crystallized from ethanol affording 2.58 g of the title product. 1H-NMR (400 MHz; d6-DMSO): δ 2.62 (s, 3H), 7.39 (d, 1H), 7.57 (d, 1H), 7.87 (m, 1H), 8.00 (s, 1H), 8.11 (m, 1H), 8.22 (m, 1H). Starting materials: COC1=C(C(=C(C(=C1OC)OC(C1=CN=CC=C1)=O)C)CCCCCCCCCCO)O (2,3-Dimethoxy-6-(10-hydroxydecyl)-5-methyl-4-nicotinoyloxyphenol), IC (Iodomethane). Run in CN(C=O)C (dimethylformamide). Conditions: time 1 hour. Yields the product COC1=C(C(=C(C(=C1OC)OC(=O)C1=CN(C=CC1)C)C)CCCCCCCCCCO)O (2,3-Dimethoxy-6-(10-hydroxydecyl)-5-methyl-4-(N-methyl-1,4-dihydropyridin-3-ylcarbonyloxy)phenol). RXN SMILES: [CH3:1][O:2][C:3]1[C:8]([O:9][CH3:10])=[C:7]([O:11][C:12](=[O:19])[C:13]2[CH:18]=[CH:17][CH:16]=[N:15][CH:14]=2)[C:6]([CH3:20])=[C:5]([CH2:21][CH2:22][CH2:23][CH2:24][CH2:25][CH2:26][CH2:27][CH2:28][CH2:29][CH2:30][OH:31])[C:4]=1[OH:32].I[CH3:34]>CN(C)C=O>[CH3:1][O:2][C:3]1[C:8]([O:9][CH3:10])=[C:7]([O:11][C:12]([C:13]2[CH2:18][CH:17]=[CH:16][N:15]([CH3:34])[CH:14]=2)=[O:19])[C:6]([CH3:20])=[C:5]([CH2:21][CH2:22][CH2:23][CH2:24][CH2:25][CH2:26][CH2:27][CH2:28][CH2:29][CH2:30][OH:31])[C:4]=1[OH:32]. Procedure details: 2,3-Dimethoxy-6-(10-hydroxydecyl)-5-methyl-4-nicotinoyloxyphenol (1.1 g) was dissolved in dimethylformamide (5 ml). Iodomethane (0.3 ml) was added, and the mixture was allowed to react at room temperature for 16 hours. After concentration under reduced pressure, the residue was dissolved in ethyl acetate (20 ml). Water (20 ml) containing sodium hydrosulfite (1.74 g) and sodium bicarbonate (1.26 g) was added, and the mixture was stirred at room temperature for 1 hour. The organic layer was concen...